This data is from the Open Reaction Database (ORD), a public repository of structured organic reaction records. The task is: describe an organic reaction: reactants, conditions, products, and yield Run in CN1CCCC1=O (NMP). The reactants are ClC1=NC=2N(C(=C1)N(COCC[Si](C)(C)C)COCC[Si](C)(C)C)N=CC2C=2C=NC1=CC=CC=C1C2 (5-chloro-3-(quinolin-3-yl)-N,N-bis((2-(trimethylsilyl)ethoxy)methyl)pyrazolo[1,5-a]pyrimidin-7-amine), C(C)(C)N(C(C)C)CC (N,N-diisopropylethylamine), N1CCOCC1 (morpholine). Procedure details: To a 2-5 mL microwave vessel is charged 5-chloro-3-(quinolin-3-yl)-N,N-bis((2-(trimethylsilyl)ethoxy)methyl)pyrazolo[1,5-a]pyrimidin-7-amine (72 μmol, 40 mg), N,N-diisopropylethylamine (220 μmol, 38 μL), NMP (2 mL), and morpholine (220 μmol, 19 μL). The reaction vessel is flushed with agron and sealed. The reaction mixture was heated to 200° C. in microwave synthesizer for 30 minutes. Upon completion, the NMP was removed in vacuo as an azeotropic using chlorobenzene. The crude product was purifi... Yields the product O1CCN(CC1)C1=NC=2N(C(=C1)N)N=CC2C=2C=NC1=CC=CC=C1C2 (5-morpholino-3-(quinolin-3-yl)pyrazolo[1,5-a]pyrimidin-7-amine). Run at temperature 200 celsius. Reaction SMILES: Cl[C:2]1[CH:7]=[C:6]([N:8](COCC[Si](C)(C)C)COCC[Si](C)(C)C)[N:5]2[N:25]=[CH:26][C:27]([C:28]3[CH:29]=[N:30][C:31]4[C:36]([CH:37]=3)=[CH:35][CH:34]=[CH:33][CH:32]=4)=[C:4]2[N:3]=1.C(N(CC)C(C)C)(C)C.[NH:47]1[CH2:52][CH2:51][O:50][CH2:49][CH2:48]1>CN1C(=O)CCC1>[O:50]1[CH2:51][CH2:52][N:47]([C:2]2[CH:7]=[C:6]([NH2:8])[N:5]3[N:25]=[CH:26][C:27]([C:28]4[CH:29]=[N:30][C:31]5[C:36]([CH:37]=4)=[CH:35][CH:34]=[CH:33][CH:32]=5)=[C:4]3[N:3]=2)[CH2:48][CH2:49]1. Starting materials: C[Si](C=1OC=C(C1)CCC=O)(C)C (3-(2-Trimethylsilyl-4-furyl)propan-1-al), C1(=CC=CC=C1)P(C1=CC=CC=C1)(C1=CC=CC=C1)=CC=O ((triphenylphosphoranylidene) acetaldehyde). Run in O1CCCC1 (tetrahydrofuran). Yields the product C[Si](C=1OC=C(C1)CCC=CC=O)(C)C (5-(2-trimethylsilyl-4-furyl)pent-2-en-1-al). As a reaction SMILES: [CH3:1][Si:2]([CH3:13])([CH3:12])[C:3]1[O:4][CH:5]=[C:6]([CH2:8][CH2:9][CH:10]=O)[CH:7]=1.C1(P(=[CH:33][CH:34]=[O:35])(C2C=CC=CC=2)C2C=CC=CC=2)C=CC=CC=1>O1CCCC1>[CH3:1][Si:2]([CH3:13])([CH3:12])[C:3]1[O:4][CH:5]=[C:6]([CH2:8][CH2:9][CH:10]=[CH:33][CH:34]=[O:35])[CH:7]=1. Procedure details: 3-(2-Trimethylsilyl-4-furyl)propan-1-al is treated with (triphenylphosphoranylidene) acetaldehyde in tetrahydrofuran to give 5-(2-trimethylsilyl-4-furyl)pent-2-en-1-al which is hydrogenated in the presence of a palladium catalyst to give 5-(2-trimethylsilyl-4-furyl)pentan-1-al. Treating this intermediate with C9H19COCH2PO(OCH3)2 and sodium hydride in tetrahydrofuran gives 3-(7-oxo-5-hexadecenyl)-5-trimethylsilylfuran and oxidizing gives 4-(7-oxo-5-hexadecenyl)-5-hydroxy-2(5H)-furanone. Starting materials: FC=1C=C2CC[C@]([C@H](C2=CC1)C(C)C)(O)CCOS(=O)(=O)C1=CC=C(C=C1)C ((1S,2S)-6-fluoro-1-isopropyl-2-[2-(4-toluenesulfonyloxy)ethyl]-1,2,3,4-tetrahydronaphthalene-2-ol), BrCC(=O)OC(C)(C)C (tert-butyl bromoacetate), [Mg] (magnesium), Hoffmnann-La, FC=1C=C2CCC([C@H](C2=CC1)C(C)C)=O ((S)-6-fluoro-1-isopropyl-3,4-dihydro-1H-naphthalen-2-one). Yields the product FC=1C=C2CC[C@]([C@H](C2=CC1)C(C)C)(O)CC(=O)OC(C)(C)C (tert-butyl (1S,2S)-(6-fluoro-2-hydroxy-1-isopropyl-1,2,3,4-tetrahydro-naphthalen-2-yl)acetate). Reaction SMILES: [F:1][C:2]1[CH:3]=[C:4]2[C:9](=[CH:10][CH:11]=1)[C@H:8]([CH:12]([CH3:14])[CH3:13])[C@:7]([CH2:16][CH2:17][O:18]S(C1C=CC(C)=CC=1)(=O)=O)([OH:15])[CH2:6][CH2:5]2.FC1C=C2C(=CC=1)[C@H](C(C)C)C(=O)CC2.BrCC([O:48][C:49]([CH3:52])([CH3:51])[CH3:50])=O.[Mg]>>[F:1][C:2]1[CH:3]=[C:4]2[C:9](=[CH:10][CH:11]=1)[C@H:8]([CH:12]([CH3:14])[CH3:13])[C@:7]([CH2:16][C:17]([O:48][C:49]([CH3:52])([CH3:51])[CH3:50])=[O:18])([OH:15])[CH2:6][CH2:5]2. Reported procedure: The (1S,2S)-6-fluoro-1-isopropyl-2-[2-(4-toluenesulfonyloxy)ethyl]-1,2,3,4-tetrahydronaphthalene-2-ol, as described in U.S. Pat. No. 4,680,310 (also to Hoffmnann-La Roche), is prepared by reacting (S)-6-fluoro-1-isopropyl-3,4-dihydro-1H-naphthalen-2-one with tert-butyl bromoacetate in the presence of activated magnesium to form tert-butyl (1S,2S)-(6-fluoro-2-hydroxy-1-isopropyl-1,2,3,4-tetrahydro-naphthalen-2-yl)acetate, which is reduced with lithium aluminum hydride to form (1S,2S)-6-fluoro-2-(... Starting materials: E9, FC1=C(C#N)C=C(C=C1)CO (2-fluoro-5-(hydroxymethyl)benzonitrile), ClC=1C=C2N(C(N1)=O)CC(N2C)(C)C (7-chloro-1,2,2-trimethyl-2,3-dihydroi-midazo[1,2-c]pyrimidin-5(1H)-one). Yields the product FC1=C(C#N)C=C(C=C1)COC=1C=C2N(C(N1)=O)CC(N2C)(C)C (2-fluoro-5-(((1,2,2-trimethyl-5-oxo-1,2,3,5-tetrahydroimidazo[1,2-c]pyrimidin-7-yl)oxy)methyl)benzonitrile). Reaction SMILES: [F:1][C:2]1[CH:9]=[CH:8][C:7]([CH2:10][OH:11])=[CH:6][C:3]=1[C:4]#[N:5].Cl[C:13]1[CH:14]=[C:15]2[N:22]([CH3:23])[C:21]([CH3:25])([CH3:24])[CH2:20][N:16]2[C:17](=[O:19])[N:18]=1>>[F:1][C:2]1[CH:9]=[CH:8][C:7]([CH2:10][O:11][C:13]2[CH:14]=[C:15]3[N:22]([CH3:23])[C:21]([CH3:25])([CH3:24])[CH2:20][N:16]3[C:17](=[O:19])[N:18]=2)=[CH:6][C:3]=1[C:4]#[N:5]. Procedure details: The title compound was prepared by a procedure similar to that described for E9 starting from 2-fluoro-5-(hydroxymethyl)benzonitrile and 7-chloro-1,2,2-trimethyl-2,3-dihydroi-midazo[1,2-c]pyrimidin-5(1H)-one. Starting materials: C(#N)[BH3-].[Na+] (sodium cyanoborohydride), C=O (formalin), FC1=CC=C(C=C1)C1(CCN(CC1)C(=O)OC(C)(C)C)COCC1=CC(=CC2=NN(N=C21)C)C(F)(F)F (tert-Butyl 4-(4-fluorophenyl)-4-(((2-methyl-6-(trifluoromethyl)-2H-benzo[d][1,2,3]triazol-4-yl)methoxy)methyl)piperidine-1-carboxylate). Reagents/catalysts: C(C)(=O)O (acetic acid). Run in FC(C(=O)O)(F)F (trifluoroacetic acid). Run at time 30 minute. The product is FC1=CC=C(C=C1)C1(CCN(CC1)C)COCC1=CC(=CC2=NN(N=C21)C)C(F)(F)F (4-(((4-(4-Fluorophenyl)-1-methylpiperidin-4-yl)methoxy)methyl)-2-methyl-6-(trifluoromethyl)-2H-benzo[d][1,2,3]triazole). RXN SMILES: [F:1][C:2]1[CH:7]=[CH:6][C:5]([C:8]2([CH2:21][O:22][CH2:23][C:24]3[C:32]4[C:28](=[N:29][N:30]([CH3:33])[N:31]=4)[CH:27]=[C:26]([C:34]([F:37])([F:36])[F:35])[CH:25]=3)[CH2:13][CH2:12][N:11]([C:14](OC(C)(C)C)=O)[CH2:10][CH2:9]2)=[CH:4][CH:3]=1.C([BH3-])#N.[Na+].C=O>FC(F)(F)C(O)=O.C(O)(=O)C>[F:1][C:2]1[CH:3]=[CH:4][C:5]([C:8]2([CH2:21][O:22][CH2:23][C:24]3[C:32]4[C:28](=[N:29][N:30]([CH3:33])[N:31]=4)[CH:27]=[C:26]([C:34]([F:37])([F:35])[F:36])[CH:25]=3)[CH2:13][CH2:12][N:11]([CH3:14])[CH2:10][CH2:9]2)=[CH:6][CH:7]=1 |f:1.2|. Procedure details: tert-Butyl 4-(4-fluorophenyl)-4-(((2-methyl-6-(trifluoromethyl)-2H-benzo[d][1,2,3]triazol-4-yl)methoxy)methyl)piperidine-1-carboxylate (22 mg, 0.042 mmol) was dissolved in trifluoroacetic acid (25% in dichloromethane, 1 mL) and stirred at room temperature for 30 min. The reaction was concentrated, loaded onto a strong cation exchange cartridge in methanol, and flushed with several volumes of methanol which were discarded. The crude secondary amine was eluted in 2M ammonia and concentrated. The r... The reactants are O=C([O-])[O-], CC(C)=O, CC(C)I, CCOC(=O)c1c(C(F)(F)F)nc(C(F)(F)F)c(C)c1O, [K+], [K+]. The product is CCOC(=O)c1c(C(F)(F)F)nc(C(F)(F)F)c(C)c1OC(C)C. Reaction SMILES: [C:22](=[O:23])([O-:24])[O-:25].[CH3:32][C:33](=[O:34])[CH3:35].[CH:28]([CH3:29])([CH3:30])[I:31].[F:1][C:2]([c:3]1[n:4][c:5]([C:16]([F:17])([F:18])[F:19])[c:6]([CH3:15])[c:7]([OH:14])[c:8]1[C:9](=[O:10])[O:11][CH2:12][CH3:13])([F:20])[F:21].[K+:26].[K+:27]>>[F:1][C:2]([c:3]1[n:4][c:5]([C:16]([F:17])([F:18])[F:19])[c:6]([CH3:15])[c:7]([O:14][CH:28]([CH3:29])[CH3:30])[c:8]1[C:9](=[O:10])[O:11][CH2:12][CH3:13])([F:20])[F:21]. Starting materials: O=C([O-])[O-], CO, Cl, CC(C)(C)OC(=O)NC(Cc1cnc(C(F)(F)F)s1)C(O)c1ccc(F)cc1, [K+], [K+], O. Yields the product NC(Cc1cnc(C(F)(F)F)s1)C(O)c1ccc(F)cc1. RXN SMILES: [C:30](=[O:31])([O-:32])[O-:33].[CH3:36][OH:37].[ClH:29].[F:1][c:2]1[cH:3][cH:4][c:5]([CH:8]([CH:9]([CH2:10][c:11]2[cH:12][n:13][c:14]([C:16]([F:17])([F:18])[F:19])[s:15]2)[NH:20][C:21](=[O:22])[O:23][C:24]([CH3:25])([CH3:26])[CH3:27])[OH:28])[cH:6][cH:7]1.[K+:34].[K+:35].[OH2:38]>>[F:1][c:2]1[cH:3][cH:4][c:5]([CH:8]([CH:9]([CH2:10][c:11]2[cH:12][n:13][c:14]([C:16]([F:17])([F:18])[F:19])[s:15]2)[NH2:20])[OH:28])[cH:6][cH:7]1. Reactants: C(C)(C)(C)C1=NN(C(=C1)NC(OC1=CC=CC=C1)=O)CC(C)C (phenyl 3-tert-butyl-1-isobutyl-1H-pyrazol-5-ylcarbamate), COC=1C=C2C(=NC=NC2=CC1OC)SC=1C=C(N)C=CC1 (3-(6,7-dimethoxyquinazolin-4-ylthio)aniline), Example 332A, C(C)(C)N(C(C)C)CC (N,N-diisopropylethylamine). The solvent is C1CCOC1 (THF). Reaction conditions: temperature 60 celsius. The product is C(C)(C)(C)C1=NN(C(=C1)NC(=O)NC1=CC(=CC=C1)SC1=NC=NC2=CC(=C(C=C12)OC)OC)CC(C)C (1-(3-tert-butyl-1-isobutyl-1H-pyrazol-5-yl)-3-(3-(6,7-dimethoxyquinazolin-4-ylthio)phenyl)urea). The yield is 32.0%. Reaction SMILES: [C:1]([C:5]1[CH:9]=[C:8]([NH:10][C:11](=[O:19])OC2C=CC=CC=2)[N:7]([CH2:20][CH:21]([CH3:23])[CH3:22])[N:6]=1)([CH3:4])([CH3:3])[CH3:2].C(N(CC)C(C)C)(C)C.[CH3:33][O:34][C:35]1[CH:36]=[C:37]2[C:42](=[CH:43][C:44]=1[O:45][CH3:46])[N:41]=[CH:40][N:39]=[C:38]2[S:47][C:48]1[CH:49]=[C:50]([CH:52]=[CH:53][CH:54]=1)[NH2:51]>C1COCC1>[C:1]([C:5]1[CH:9]=[C:8]([NH:10][C:11]([NH:51][C:50]2[CH:52]=[CH:53][CH:54]=[C:48]([S:47][C:38]3[C:37]4[C:42](=[CH:43][C:44]([O:45][CH3:46])=[C:35]([O:34][CH3:33])[CH:36]=4)[N:41]=[CH:40][N:39]=3)[CH:49]=2)=[O:19])[N:7]([CH2:20][CH:21]([CH3:22])[CH3:23])[N:6]=1)([CH3:2])([CH3:3])[CH3:4]. Procedure details: A stirred solution of phenyl 3-tert-butyl-1-isobutyl-1H-pyrazol-5-ylcarbamate described in Example 332A(150 mg, 0.47 mmol), N,N-diisopropylethylamine (80 mg, 0.62 mmol) and 3-(6,7-dimethoxyquinazolin-4-ylthio)aniline (prepared as described in Example 115B) (100 mg, 0.31 mmol) in THF (1.0 mL) was heated at 60° C. for 15 h. After cooling to rt, the reaction solution was partitioned between dichloromethane and a saturated aqueous solution of sodium carbonate. The organic phase was separated and con... Reactants: C(C)(C)(C)OC(N[C@H]1C[S@@](C[C@H]([C@@H]1O)CC1=CC(=C(C(=C1)O[C@@H](C(F)(F)F)COC)[N+](=O)[O-])F)=O)=O ({(1R,3R,4S,5S)-5-[3-fluoro-4-nitro-5-((R)-2,2,2-trifluoro-1-methoxymethyl-ethoxy)-benzyl]-4-hydroxy-1-oxo-tetrahydro-thiopyran-3-yl}-carbamic acid tert-butyl ester), H-isobutylene. Solvent: CCOC(=O)C (EtOAc). Yields the product C(C)(C)(C)OC(N[C@H]1C[S@@](C[C@H]([C@@H]1O)CC1=CC(=C(C(=C1)O[C@@H](C(F)(F)F)COC)N)F)=O)=O ({(1R,3R,4S,5S)-5-[4-Amino-3-fluoro-5-((R)-2,2,2-trifluoro-1-methoxymethyl-ethoxy)-benzyl]-4-hydroxy-1-oxo-tetrahydro-thiopyran-3-yl}-carbamic acid tert-butyl ester). Reaction SMILES: [C:1]([O:5][C:6](=[O:36])[NH:7][C@@H:8]1[C@@H:13]([OH:14])[C@H:12]([CH2:15][C:16]2[CH:21]=[C:20]([O:22][C@H:23]([CH2:28][O:29][CH3:30])[C:24]([F:27])([F:26])[F:25])[C:19]([N+:31]([O-])=O)=[C:18]([F:34])[CH:17]=2)[CH2:11][S@@:10](=[O:35])[CH2:9]1)([CH3:4])([CH3:3])[CH3:2]>CCOC(C)=O>[C:1]([O:5][C:6](=[O:36])[NH:7][C@@H:8]1[C@@H:13]([OH:14])[C@H:12]([CH2:15][C:16]2[CH:21]=[C:20]([O:22][C@H:23]([CH2:28][O:29][CH3:30])[C:24]([F:25])([F:27])[F:26])[C:19]([NH2:31])=[C:18]([F:34])[CH:17]=2)[CH2:11][S@@:10](=[O:35])[CH2:9]1)([CH3:4])([CH3:2])[CH3:3]. Procedure details: The title compound was prepared in an analogous manner as described for example 1j, starting from {(1R,3R,4S,5S)-5-[3-fluoro-4-nitro-5-((R)-2,2,2-trifluoro-1-methoxymethyl-ethoxy)-benzyl]-4-hydroxy-1-oxo-tetrahydro-thiopyran-3-yl}-carbamic acid tert-butyl ester (example 41a): TLC (EtOAc) Rf=0.30; HPLC RtF=1.99 min; ESIMS [M+H]+=515; [M+H-isobutylene]+=459.